This data is from the Open Reaction Database (ORD), a public repository of structured organic reaction records. The task is: describe an organic reaction: reactants, conditions, products, and yield The reactants are C1(=CC=C(C=C1)N=C(C=1C(C(=S)O)=CC(=CC1C1=CC=CC=C1)[N+](=O)[O-])O)C (5-nitro-3-phenylthiophthalic acid N-p-toluylimide), C1(=CC=CC=C1)[S-].[Na+] (sodium thiophenolate), CS(=O)C (dimethyl sulfoxide), O (water). Yields the product C1(=CC=C(C=C1)N=C(C=1C(C(=O)O)=C(C=C(C1)SC1=CC=CC=C1)SC1=CC=CC=C1)O)C (3,5-Bis-(phenylthio)-phthalic acid N-p-toluylimide). Reaction SMILES: [C:1]1([CH3:28])[CH:6]=[CH:5][C:4]([N:7]=[C:8]([OH:27])[C:9]2[C:10](=[CH:14][C:15]([N+]([O-])=O)=[CH:16][C:17]=2C2C=CC=CC=2)[C:11]([OH:13])=S)=[CH:3][CH:2]=1.[C:29]1([S-:35])[CH:34]=[CH:33][CH:32]=[CH:31][CH:30]=1.[Na+].C[S:38]([CH3:40])=O.[OH2:41]>>[C:1]1([CH3:28])[CH:2]=[CH:3][C:4]([N:7]=[C:8]([OH:27])[C:9]2[C:10](=[C:14]([S:38][C:40]3[CH:5]=[CH:6][CH:1]=[CH:2][CH:3]=3)[CH:15]=[C:16]([S:35][C:29]3[CH:34]=[CH:33][CH:32]=[CH:31][CH:30]=3)[CH:17]=2)[C:11]([OH:13])=[O:41])=[CH:5][CH:6]=1 |f:1.2|. Reported procedure: 3.9 g (10 mmols) of 5-nitro-3-phenylthiophthalic acid N-p-toluylimide, 1.4 g (10 mmols) of sodium thiophenolate and 80 ml of dimethyl sulfoxide are stirred for one hour at 25° C. The reaction mixture is taken up in water and chloroform and the organic phase is washed with water, dried over magnesium sulfate and evaporated. After recrystallisation from toluene, 4.1 g (91% of theory) of the title imide, with a melting point of 179°-180° C., are obtained. The reactants are CC(=O)O, CO, FC1(F)CNCCN(c2ccc3nnc(C(F)(F)F)n3n2)C1, O=Cc1ccc(F)cc1. Yields the product Fc1ccc(CN2CCN(c3ccc4nnc(C(F)(F)F)n4n3)CC(F)(F)C2)cc1. As a reaction SMILES: [CH3:32][C:33](=[O:34])[OH:35].[CH3:36][OH:37].[F:1][C:2]1([F:22])[CH2:3][NH:4][CH2:5][CH2:6][N:7]([c:9]2[cH:10][cH:11][c:12]3[n:13]([n:14]2)[c:15]([C:18]([F:19])([F:20])[F:21])[n:16][n:17]3)[CH2:8]1.[F:23][c:24]1[cH:25][cH:26][c:27]([CH:28]=[O:29])[cH:30][cH:31]1>>[F:1][C:2]1([F:22])[CH2:3][N:4]([CH2:28][c:27]2[cH:26][cH:25][c:24]([F:23])[cH:31][cH:30]2)[CH2:5][CH2:6][N:7]([c:9]2[cH:10][cH:11][c:12]3[n:13]([n:14]2)[c:15]([C:18]([F:19])([F:20])[F:21])[n:16][n:17]3)[CH2:8]1. Reactants: Cc1cc(OC(F)(F)F)ccc1-c1cc2c(c(C(F)(F)F)c1)C(=O)N1CCN(C(=O)OC(C)(C)C)CC21, CCOCC, Cl. Yields the product Cl, Cc1cc(OC(F)(F)F)ccc1-c1cc2c(c(C(F)(F)F)c1)C(=O)N1CCNCC21. As a reaction SMILES: [C:1]([O:2][C:3](=[O:4])[N:8]1[CH2:9][CH:10]2[N:11]([C:12](=[O:35])[c:13]3[c:14]([C:31]([F:32])([F:33])[F:34])[cH:15][c:16](-[c:19]4[c:20]([CH3:30])[cH:21][c:22]([O:25][C:26]([F:27])([F:28])[F:29])[cH:23][cH:24]4)[cH:17][c:18]32)[CH2:36][CH2:37]1)([CH3:5])([CH3:6])[CH3:7].[CH3:39][CH2:40][O:41][CH2:42][CH3:43].[ClH:38]>>[ClH:38].[NH:8]1[CH2:9][CH:10]2[N:11]([C:12](=[O:35])[c:13]3[c:14]([C:31]([F:32])([F:33])[F:34])[cH:15][c:16](-[c:19]4[c:20]([CH3:30])[cH:21][c:22]([O:25][C:26]([F:27])([F:28])[F:29])[cH:23][cH:24]4)[cH:17][c:18]32)[CH2:36][CH2:37]1. The reactants are COC(=O)c1ccc([N+](=O)[O-])c(C)n1, CC(=O)O, CN(C)C=O, FC(F)(F)c1cccc(CS)c1, [H-], [Na+], O. Product: COC(=O)c1ccc(SCc2cccc(C(F)(F)F)c2)c(C)n1. As a reaction SMILES: [CH3:15][O:16][C:17](=[O:18])[c:19]1[n:20][c:21]([CH3:28])[c:22]([N+:25]([O-:26])=[O:27])[cH:23][cH:24]1.[CH3:29][C:30](=[O:31])[OH:32].[CH3:33][N:34]([CH3:35])[CH:36]=[O:37].[F:3][C:4]([c:5]1[cH:6][c:7]([CH2:8][SH:9])[cH:10][cH:11][cH:12]1)([F:13])[F:14].[H-:1].[Na+:2].[OH2:38]>>[F:3][C:4]([c:5]1[cH:6][c:7]([CH2:8][S:9][c:22]2[c:21]([CH3:28])[n:20][c:19]([C:17]([O:16][CH3:15])=[O:18])[cH:24][cH:23]2)[cH:10][cH:11][cH:12]1)([F:13])[F:14].